This data is from the Open Reaction Database (ORD), a public repository of structured organic reaction records. The task is: describe an organic reaction: reactants, conditions, products, and yield The reactants are BrC=1NC(=C(C1C#N)C(F)(F)F)Br (2,5-dibromo-4-(trifluoromethyl)pyrrole-3-carbonitrile), CC(C)([O-])C.[K+] (potassium t-butoxide), CI (methyl iodide). The solvent is O (water), CCOCC (ether), O1CCCC1 (tetrahydrofuran). Conditions: temperature 25 celsius, time 1 hour. The product is BrC=1N(C(=C(C1C#N)C(F)(F)F)Br)C (2,5-dibromo-1-methyl-4-(trifluoromethyl)pyrrole-3-carbonitrile). RXN SMILES: [Br:1][C:2]1[NH:3][C:4]([Br:13])=[C:5]([C:9]([F:12])([F:11])[F:10])[C:6]=1[C:7]#[N:8].[CH3:14]C(C)([O-])C.[K+].CI>O1CCCC1.O.CCOCC>[Br:1][C:2]1[N:3]([CH3:14])[C:4]([Br:13])=[C:5]([C:9]([F:10])([F:11])[F:12])[C:6]=1[C:7]#[N:8] |f:1.2|. Procedure: A solution of 2,5-dibromo-4-(trifluoromethyl)pyrrole-3-carbonitrile (0.10 g, 0.30 mmol) in tetrahydrofuran is treated with solid potassium t-butoxide (0.053 g, 0.49 mmol), stirred for 1 hour at 25° C., treated dropwise with methyl iodide (0.067 g, 0.47 mmol), stirred for 2 hours at 25° C. and for 1 hour at 50° C. and diluted with water and ether. The phases are separated and the organic phase is washed sequentially with water and brine, dried over MgSO4 and concentrated in vacuo to afford the ti... The reactants are N1C=C(C=C1)CCCO (3-(1H-pyrrol-3-yl)-1-propanol). Reagents/catalysts: [Pt](=O)=O (platinum(IV) oxide). Run in C(C)(=O)O (acetic acid). Product: N1CC(CC1)CCCO (3-(3-Pyrrolidinyl)-1-propanol). Yield: 84.7%. RXN SMILES: [NH:1]1[CH:5]=[CH:4][C:3]([CH2:6][CH2:7][CH2:8][OH:9])=[CH:2]1>[Pt](=O)=O.C(O)(=O)C>[NH:1]1[CH2:5][CH2:4][CH:3]([CH2:6][CH2:7][CH2:8][OH:9])[CH2:2]1. Procedure details: A solution of 3-(1H-pyrrol-3-yl)-1-propanol (400 mg, 3.20 mmol) in 5 mL of freshly distilled glacial acetic acid containing 40 mg of platinum(IV) oxide was hydrogenated with a H2 balloon for 2 h at 35° C. The catalyst was removed by filtration, and the solvent was evaporated. The residue was heated under reflux for 0.5 h with 4 mL of 30% aqueous NaOH solution to saponify any acetate ester that may have formed. The mixture was extracted with CH2Cl2, and the organic phase was concentrated to obtai... Starting materials: BrB(Br)Br, COc1ccc(Cl)c(-c2cc(C)c3nc(Nc4cccc(SCCN5CCCC5)c4)nnc3c2)c1, ClCCl. The product is Cc1cc(-c2cc(O)ccc2Cl)cc2nnc(Nc3cccc(SCCN4CCCC4)c3)nc12. Reaction SMILES: [B:36]([Br:37])([Br:38])[Br:39].[Cl:1][c:2]1[c:3](-[c:10]2[cH:11][c:12]3[c:13]([n:14][c:15]([NH:18][c:19]4[cH:20][c:21]([S:25][CH2:26][CH2:27][N:28]5[CH2:29][CH2:30][CH2:31][CH2:32]5)[cH:22][cH:23][cH:24]4)[n:16][n:17]3)[c:33]([CH3:35])[cH:34]2)[cH:4][c:5]([O:8][CH3:9])[cH:6][cH:7]1.[Cl:40][CH2:41][Cl:42]>>[Cl:1][c:2]1[c:3](-[c:10]2[cH:11][c:12]3[c:13]([n:14][c:15]([NH:18][c:19]4[cH:20][c:21]([S:25][CH2:26][CH2:27][N:28]5[CH2:29][CH2:30][CH2:31][CH2:32]5)[cH:22][cH:23][cH:24]4)[n:16][n:17]3)[c:33]([CH3:35])[cH:34]2)[cH:4][c:5]([OH:8])[cH:6][cH:7]1. The reactants are N1CCOCC1 (morpholine), ClC1=NC(=C(C(=N1)NC1=NNC(=C1)OC)F)Cl (2,6-dichloro-5-fluoro-N-(5-methoxy-1H-pyrazol-3-yl)pyrimidin-4-amine), CCN(C(C)C)C(C)C (DIPEA). Solvent: C(CCC)O (n-butanol). Conditions: temperature 90 celsius. Product: ClC1=NC(=C(C(=N1)NC1=NNC(=C1)OC)F)N1CCOCC1 (2-Chloro-5-fluoro-N-(5-methoxy-1H-pyrazol-3-yl)-6-morpholin-4-ylpyrimidin-4-amine). Reaction SMILES: [NH:1]1[CH2:6][CH2:5][O:4][CH2:3][CH2:2]1.[Cl:7][C:8]1[N:13]=[C:12]([NH:14][C:15]2[CH:19]=[C:18]([O:20][CH3:21])[NH:17][N:16]=2)[C:11]([F:22])=[C:10](Cl)[N:9]=1.CCN(C(C)C)C(C)C>C(O)CCC>[Cl:7][C:8]1[N:13]=[C:12]([NH:14][C:15]2[CH:19]=[C:18]([O:20][CH3:21])[NH:17][N:16]=2)[C:11]([F:22])=[C:10]([N:1]2[CH2:6][CH2:5][O:4][CH2:3][CH2:2]2)[N:9]=1. Procedure: To a solution of 2,4,6-trichloro-5-fluoropyrimidine (2.01 g) in absolute ethanol (50 mL) was added DIEPA (4.4 mL) and 5-methoxy-1H-pyrazol-3-amine (2.24 g). The resulting solution was stirred at room temperature for over night. The solvent was removed by reduced pressure and the residue was purified by Gilson (10-50% MeCN/H2O, 15 minutes) to give the titled compound 2,6-dichloro-5-fluoro-N-(5-methoxy-1H-pyrazol-3-yl)pyrimidin-4-amine as solid (0.776 g). m/z 278. A mixture of morpholine (0.256 mL... The reactants are ClCCl, N#Cc1cc(CO)c(Cl)s1. The product is N#Cc1cc(C=O)c(Cl)s1. As a reaction SMILES: [Cl:11][CH2:12][Cl:13].[Cl:1][c:2]1[c:3]([CH2:9][OH:10])[cH:4][c:5]([C:7]#[N:8])[s:6]1>>[Cl:1][c:2]1[c:3]([CH:9]=[O:10])[cH:4][c:5]([C:7]#[N:8])[s:6]1. Reactants: BrC1=C(CO)C=CC=C1 (2-bromobenzyl alcohol), solution, C(C)[Mg]Cl (ethylmagnesium chloride), [Mg] (magnesium), C(C1=CC=CC=C1)N1CCC(CCC1)=O (1-benzyl-azepan-4-one), [Cl-].[NH4+] (ammonium chloride). The solvent is CCCCCCC (heptane), C(C)(=O)OCC (ethyl acetate), O1CCCC1 (tetrahydrofuran), O1CCCC1 (tetrahydrofuran), O1CCCC1 (tetrahydrofuran), C(C)(=O)OCC (ethyl acetate), O (water). Yields the product C(C1=CC=CC=C1)N1CCC(CCC1)(O)C1=C(C=CC=C1)CO ((RS)-1-Benzyl-4-(2-hydroxymethyl-phenyl)-azepan-4-ol). Yield: 61.2%. Reaction SMILES: Br[C:2]1[CH:9]=[CH:8][CH:7]=[CH:6][C:3]=1[CH2:4][OH:5].C([Mg]Cl)C.[Mg].[CH2:15]([N:22]1[CH2:28][CH2:27][CH2:26][C:25](=[O:29])[CH2:24][CH2:23]1)[C:16]1[CH:21]=[CH:20][CH:19]=[CH:18][CH:17]=1.[Cl-].[NH4+]>O1CCCC1.CCCCCCC.C(OCC)(=O)C.O>[CH2:15]([N:22]1[CH2:28][CH2:27][CH2:26][C:25]([C:2]2[CH:9]=[CH:8][CH:7]=[CH:6][C:3]=2[CH2:4][OH:5])([OH:29])[CH2:24][CH2:23]1)[C:16]1[CH:17]=[CH:18][CH:19]=[CH:20][CH:21]=1 |f:4.5|. Reported procedure: To a solution of 2-bromobenzyl alcohol (7.8 g, 42 mmol) in tetrahydrofuran (80 ml) was added dropwise a 2.8 M solution of ethylmagnesium chloride in tetrahydrofuran (15 ml, 42 mmol). The reaction was exothermic, and the rate of addition was adjusted to maintain a gentle reflux. After completed addition magnesium turnings (1.0 g, 42 mmol) were added in portions. The mixture was heated at reflux for 2 h before addition of a solution of 1-benzyl-azepan-4-one (8.5 g, 42 mmol) in tetrahydrofuran (40 ... Starting materials: dichlorobis(tri-β-tolyphosphine)palladium, O (Water), BrC1=C(C=CC=C1)OC (1-bromo-2-methoxybenzene), N1CCNCC1 (piperazine), C(C)(C)(C)O[Na] (t-BuONa). The solvent is COCCOCCOC (diglyme). Conditions: temperature 170 celsius, time 30 minute. Product: COC1=C(C=CC=C1)N1CCNCC1 (1-(2-methoxyphenyl)piperazine). The yield is 78.9%. As a reaction SMILES: Br[C:2]1[CH:7]=[CH:6][CH:5]=[CH:4][C:3]=1[O:8][CH3:9].[NH:10]1[CH2:15][CH2:14][NH:13][CH2:12][CH2:11]1.C(O[Na])(C)(C)C.O>COCCOCCOC>[CH3:9][O:8][C:3]1[CH:4]=[CH:5][CH:6]=[CH:7][C:2]=1[N:10]1[CH2:15][CH2:14][NH:13][CH2:12][CH2:11]1. Procedure details: To a solution of 1-bromo-2-methoxybenzene (0.623 mL, 5.0 mmol) and piperazine (1722.8 mg, 20.0 mmol) in diglyme (5 mL) was added t-BuONa. The resulting mixture was stirred at rt for a few minutes before the addition of dichlorobis(tri-β-tolyphosphine)palladium (235.8 mg, 0.3 mmol). The resulting mixture was then stirred at 170° C. under microwave irradiation for 30 min. Water was added and the mixture was extracted with EtOAc. The combined organic layers were dried, concentrated, and purified by...